Dataset: the Open Reaction Database (ORD), a public repository of structured organic reaction records. Task: describe an organic reaction: reactants, conditions, products, and yield The reactants are O=C(CBr)OCc1ccc([N+](=O)[O-])cc1, CC(C)(C)OC(=O)C(=NO)c1csc(N)n1, CCN(C(C)C)C(C)C, CC#N, [I-], [Na+]. RXN SMILES: [Br:17][CH2:18][C:19](=[O:20])[O:21][CH2:22][c:23]1[cH:24][cH:25][c:26]([N+:29](=[O:30])[O-:31])[cH:27][cH:28]1.[C:1]([CH3:2])([CH3:3])([CH3:4])[O:5][C:6]([C:7](=[N:8][OH:9])[c:10]1[n:11][c:12]([NH2:15])[s:13][cH:14]1)=[O:16].[CH2:32]([N:33]([CH:34]([CH3:35])[CH3:36])[CH:37]([CH3:38])[CH3:39])[CH3:40].[CH3:43][C:44]#[N:45].[I-:42].[Na+:41]>>[C:1]([CH3:2])([CH3:3])([CH3:4])[O:5][C:6]([C:7](=[N:8][O:9][CH2:18][C:19](=[O:20])[O:21][CH2:22][c:23]1[cH:24][cH:25][c:26]([N+:29](=[O:30])[O-:31])[cH:27][cH:28]1)[c:10]1[n:11][c:12]([NH2:15])[s:13][cH:14]1)=[O:16]. Yields the product CC(C)(C)OC(=O)C(=NOCC(=O)OCc1ccc([N+](=O)[O-])cc1)c1csc(N)n1. Starting materials: CC(=O)O, O=C(O)C1=Cc2ccc(C3CC3)cc2OC1C(F)(F)F, ClCl. Yields the product O=C(O)C1=Cc2cc(Cl)c(C3CC3)cc2OC1C(F)(F)F. Reaction SMILES: [C:23]([OH:24])(=[O:25])[CH3:26].[CH:1]1([c:4]2[cH:5][cH:6][c:7]3[c:12]([cH:13]2)[O:11][CH:10]([C:14]([F:15])([F:16])[F:17])[C:9]([C:18](=[O:19])[OH:20])=[CH:8]3)[CH2:2][CH2:3]1.[Cl:21][Cl:22]>>[CH:1]1([c:4]2[c:5]([Cl:21])[cH:6][c:7]3[c:12]([cH:13]2)[O:11][CH:10]([C:14]([F:15])([F:16])[F:17])[C:9]([C:18](=[O:19])[OH:20])=[CH:8]3)[CH2:2][CH2:3]1. Starting materials: COc1cc2nc(N3CCN(C(=O)C4CCCC4)CC3)nc(Cl)c2cc1OC, N, C1CCOC1. The product is COc1cc2nc(N3CCN(C(=O)C4CCCC4)CC3)nc(N)c2cc1OC. RXN SMILES: [Cl:2][c:3]1[n:4][c:5]([N:17]2[CH2:18][CH2:19][N:20]([C:23](=[O:24])[CH:25]3[CH2:26][CH2:27][CH2:28][CH2:29]3)[CH2:21][CH2:22]2)[n:6][c:7]2[cH:8][c:9]([O:15][CH3:16])[c:10]([O:13][CH3:14])[cH:11][c:12]12.[NH3:1].[O:30]1[CH2:31][CH2:32][CH2:33][CH2:34]1>>[NH2:1][c:3]1[n:4][c:5]([N:17]2[CH2:18][CH2:19][N:20]([C:23](=[O:24])[CH:25]3[CH2:26][CH2:27][CH2:28][CH2:29]3)[CH2:21][CH2:22]2)[n:6][c:7]2[cH:8][c:9]([O:15][CH3:16])[c:10]([O:13][CH3:14])[cH:11][c:12]12. Reactants: FC=1C=C(C(=O)OCC#C)C=C(C1OCC#C)OC (2-propynyl 3-fluoro-5-methoxy-4-(2-propynyloxy)benzoate), [OH-].[Na+] (sodium hydroxide). The solvent is CO (methanol). Run at time 8 hour. The product is FC=1C=C(C(=O)O)C=C(C1OCC#C)OC (3-fluoro-5-methoxy-4-(2-propynyloxy)benzoic acid). Yield: 96.2%. RXN SMILES: [F:1][C:2]1[CH:3]=[C:4]([CH:11]=[C:12]([O:18][CH3:19])[C:13]=1[O:14][CH2:15][C:16]#[CH:17])[C:5]([O:7]CC#C)=[O:6].[OH-].[Na+]>CO>[F:1][C:2]1[CH:3]=[C:4]([CH:11]=[C:12]([O:18][CH3:19])[C:13]=1[O:14][CH2:15][C:16]#[CH:17])[C:5]([OH:7])=[O:6] |f:1.2|. Procedure details: To 40 ml of methanol were added 4.5 g of 2-propynyl 3-fluoro-5-methoxy-4-(2-propynyloxy)benzoate and 20 ml of 15% aqueous sodium hydroxide solution and the mixture obtained was stirred at room temperature for 8 hours. Then, the reaction mixture was concentrated. Hydrochloric acid was added to the residue for acidification. Solids precipitated were collected by filtration and dried to obtain 3.7 g of 3-fluoro-5-methoxy-4-(2-propynyloxy)benzoic acid represented by the formula: Reactants: C=1C=CN2C1CNC1=C(C2)C=C(C=C1)C(=O)OCC (ethyl 10,11-dihydro-5H-pyrrolo[2,1-c][1,4]-benzodiazepine-7-carboxylate), [N+](=O)([O-])C1=C(CN2C(=CC=C2)C=O)C=CC(=C1)C(=O)OCC (1-[2-nitro-4-(ethoxycarbonyl)-benzyl]-pyrrole-2-carboxaldehyde). The product is C=1C=CN2C1CNC1=C(C2)C=CC(=C1)C(=O)OCC (Ethyl 10,11-Dihydro-5H-pyrrolo[2,1-c][1,4]benzodiazepine-8-carboxylate). Reaction SMILES: C1C=CN2CC3C=C(C(OCC)=O)C=CC=3NCC=12.[N+:20]([C:23]1[CH:36]=[C:35]([C:37]([O:39][CH2:40][CH3:41])=[O:38])[CH:34]=[CH:33][C:24]=1[CH2:25][N:26]1[CH:30]=[CH:29][CH:28]=[C:27]1[CH:31]=O)([O-])=O>>[CH:28]1[CH:29]=[CH:30][N:26]2[CH2:25][C:24]3[CH:33]=[CH:34][C:35]([C:37]([O:39][CH2:40][CH3:41])=[O:38])=[CH:36][C:23]=3[NH:20][CH2:31][C:27]=12. Reported procedure: The hydrogenation conditions of ethyl 10,11-dihydro-5H-pyrrolo[2,1-c][1,4]-benzodiazepine-7-carboxylate are used with 1-[2-nitro-4-(ethoxycarbonyl)-benzyl]-pyrrole-2-carboxaldehyde to give 5.0 g of the desired product as a solid; mass spectrum (M+H)255. The reactants are Example 1 ( b ), CN(S(=O)(=O)CC(=O)OC)C\C=C\C1=CC=C(C=C1)C1=CC=CC=C1 (methyl 2-({methyl[3-(1,1'-biphenyl-4-yl)-trans-prop-2-enyl]amino}sulfonyl)acetate), NO (hydroxylamine). Product: ONC(CS(=O)(=O)N(C\C=C\C1=CC=C(C=C1)C1=CC=CC=C1)C)=O (N-Hvdroxy-2-({methyl[3-(biphen-4-yl)-trans-prop-2-enyl]amino}sulfonyl)-acetamide). RXN SMILES: [CH3:1][N:2]([CH2:11]/[CH:12]=[CH:13]/[C:14]1[CH:19]=[CH:18][C:17]([C:20]2[CH:25]=[CH:24][CH:23]=[CH:22][CH:21]=2)=[CH:16][CH:15]=1)[S:3]([CH2:6][C:7](OC)=[O:8])(=[O:5])=[O:4].[NH2:26][OH:27]>>[OH:27][NH:26][C:7](=[O:8])[CH2:6][S:3]([N:2]([CH3:1])[CH2:11]/[CH:12]=[CH:13]/[C:14]1[CH:19]=[CH:18][C:17]([C:20]2[CH:25]=[CH:24][CH:23]=[CH:22][CH:21]=2)=[CH:16][CH:15]=1)(=[O:5])=[O:4]. Procedure details: In a manner similar to Example 1 (b), methyl 2-({methyl[3-(1,1'-biphenyl-4-yl)-trans-prop-2-enyl]amino}sulfonyl)acetate was reacted with hydroxylamine to give the title compound as a colourless solid. The reactants are CC(C)(C)OC(=O)C1CCCN(COS(C)(=O)=O)c2c1cc(OCc1ccccc1)c1ccccc21, C1CCOC1. Product: CC(C)(C)OC(=O)C1CCCN(COS(C)(=O)=O)c2c1cc(O)c1ccccc21. RXN SMILES: [CH2:1]([c:2]1[cH:3][cH:4][cH:5][cH:6][cH:7]1)[O:8][c:9]1[cH:10][c:11]2[c:12]([c:31]3[cH:32][cH:33][cH:34][cH:35][c:36]13)[N:13]([CH2:25][O:26][S:27](=[O:28])(=[O:29])[CH3:30])[CH2:14][CH2:15][CH2:16][CH:17]2[C:18](=[O:19])[O:20][C:21]([CH3:22])([CH3:23])[CH3:24].[CH2:37]1[O:38][CH2:39][CH2:40][CH2:41]1>>[OH:8][c:9]1[cH:10][c:11]2[c:12]([c:31]3[cH:32][cH:33][cH:34][cH:35][c:36]13)[N:13]([CH2:25][O:26][S:27](=[O:28])(=[O:29])[CH3:30])[CH2:14][CH2:15][CH2:16][CH:17]2[C:18](=[O:19])[O:20][C:21]([CH3:22])([CH3:23])[CH3:24]. Starting materials: O=C1CCC(=O)N1Br, CC(C)(C)OC(=O)n1ccc(-c2ccc(F)cc2)c1-c1ccc(S(C)(=O)=O)cc1, O=C([O-])O, [Na+]. The product is CC(C)(C)OC(=O)n1c(Br)cc(-c2ccc(F)cc2)c1-c1ccc(S(C)(=O)=O)cc1. RXN SMILES: [Br:30][N:31]1[C:32](=[O:33])[CH2:34][CH2:35][C:36]1=[O:37].[C:1]([CH3:2])([CH3:3])([CH3:4])[O:5][C:6](=[O:7])[n:8]1[c:9](-[c:20]2[cH:21][cH:22][c:23]([S:26](=[O:27])(=[O:28])[CH3:29])[cH:24][cH:25]2)[c:10](-[c:13]2[cH:14][cH:15][c:16]([F:19])[cH:17][cH:18]2)[cH:11][cH:12]1.[C:38](=[O:39])([OH:40])[O-:41].[Na+:42]>>[C:1]([CH3:2])([CH3:3])([CH3:4])[O:5][C:6](=[O:7])[n:8]1[c:9](-[c:20]2[cH:21][cH:22][c:23]([S:26](=[O:27])(=[O:28])[CH3:29])[cH:24][cH:25]2)[c:10](-[c:13]2[cH:14][cH:15][c:16]([F:19])[cH:17][cH:18]2)[cH:11][c:12]1[Br:30]. The reactants are COC=1C=C(C=CC1OCC=1C=NC(=CC1)OC)CN ((3-methoxy-4-((6-methoxypyridin-3-yl)methoxy)phenyl)methanamine), ClC1=NC=C(C=C1[N+](=O)[O-])I (2-chloro-5-iodo-3-nitropyridine), C(C)(C)N(C(C)C)CC (N,N-diisopropylethylamine). Run in C(C)#N (acetonitrile). Run at temperature 0 celsius, time 3 hour. The product is IC=1C=C(C(=NC1)NCC1=CC(=C(C=C1)OCC=1C=NC(=CC1)OC)OC)[N+](=O)[O-] (5-iodo-N-(3-methoxy-4-((6-methoxypyridin-3-yl)methoxy)benzyl)-3-nitropyridin-2-amine). The yield is 84.6%. RXN SMILES: [CH3:1][O:2][C:3]1[CH:4]=[C:5]([CH2:19][NH2:20])[CH:6]=[CH:7][C:8]=1[O:9][CH2:10][C:11]1[CH:12]=[N:13][C:14]([O:17][CH3:18])=[CH:15][CH:16]=1.Cl[C:22]1[C:27]([N+:28]([O-:30])=[O:29])=[CH:26][C:25]([I:31])=[CH:24][N:23]=1.C(N(CC)C(C)C)(C)C>C(#N)C>[I:31][C:25]1[CH:26]=[C:27]([N+:28]([O-:30])=[O:29])[C:22]([NH:20][CH2:19][C:5]2[CH:6]=[CH:7][C:8]([O:9][CH2:10][C:11]3[CH:12]=[N:13][C:14]([O:17][CH3:18])=[CH:15][CH:16]=3)=[C:3]([O:2][CH3:1])[CH:4]=2)=[N:23][CH:24]=1. Reported procedure: To a stirred solution of (3-methoxy-4-((6-methoxypyridin-3-yl)methoxy)phenyl)methanamine (9.11 g, 33.21 mmol) in acetonitrile (150 mL) was added 2-chloro-5-iodo-3-nitropyridine (9.90 g, 34.81 mmol) and N,N-diisopropylethylamine (6.44 g, 49.81 mmol). The yellow solution was heated to reflux and stirred. After 3 h, the red-brown mixture was cooled to 0° C. resulting in the formation of a precipitate. The precipitate was isolated by filtration and washed with acetonitrile (50 mL) and water (200 mL)...